Task: describe an organic reaction: reactants, conditions, products, and yield. Dataset: the Open Reaction Database (ORD), a public repository of structured organic reaction records Starting materials: [Na] (sodium), C(C)OC=1C=C(C=C(C#N)COC)C=C2C1OCO2 (3-ethoxy-4,5-methylenedioxy-α-methoxymethylcinnamonitrile), CO (methanol). The product is COC(C(CC1=CC(=C2C(=C1)OCO2)OCC)C#N)OC (3-ethoxy-4,5-methylenedioxy-α-cyanodihydrocinnamaldehyde dimethylacetal). RXN SMILES: [Na].[CH2:2]([O:4][C:5]1[CH:6]=[C:7]([CH:15]=[C:16]2[O:20][CH2:19][O:18][C:17]=12)[CH:8]=[C:9]([CH2:12][O:13][CH3:14])[C:10]#[N:11])[CH3:3].[CH3:21][OH:22]>>[CH3:14][O:13][CH:12]([O:22][CH3:21])[CH:9]([C:10]#[N:11])[CH2:8][C:7]1[CH:15]=[C:16]2[O:20][CH2:19][O:18][C:17]2=[C:5]([O:4][CH2:2][CH3:3])[CH:6]=1 |^1:0|. Reported procedure: To 6.6 g. sodium dissolved in 96 ml. of methanol, 37.5 g. of 3-ethoxy-4,5-methylenedioxy-α-methoxymethylcinnamonitrile were added. The resulting mixture was refluxed for 24 hours. The solution was poured into 400 ml. water and was extracted with methylenechloride. Upon evaporation of the solvent, the product, 3-ethoxy-4,5-methylenedioxy-α-cyanodihydrocinnamaldehyde dimethylacetal, was vacuum distilled and had a b.p. of 191°/0.4 mmHg., nD23 = 1.5340. The reactants are 1,1-carbonyldiimidazole, BrCC(=O)O (Bromoacetic acid), OC(C(=O)OC(C)(C)C)(C)C (tert.-Butyl 2-hydroxy-2-methylpropanoate). The solvent is O1CCCC1 (tetra-hydrofuran). Conditions: temperature 25 celsius, time 18 hour. Yields the product BrCC(=O)OC(C(=O)OC(C)(C)C)(C)C (tert. butyl 2-(2-bromoacetoxy)-2-methylpropanoate). Yield: 100.0%. Reaction SMILES: [Br:1][CH2:2][C:3]([OH:5])=[O:4].O[C:7]([CH3:16])([CH3:15])[C:8]([O:10][C:11]([CH3:14])([CH3:13])[CH3:12])=[O:9]>O1CCCC1>[Br:1][CH2:2][C:3]([O:5][C:7]([CH3:16])([CH3:15])[C:8]([O:10][C:11]([CH3:14])([CH3:13])[CH3:12])=[O:9])=[O:4]. Procedure: Bromoacetic acid (16.01 grams, 0.1 mole) is dissolved in tetra-hydrofuran (200 ml.) and 1,1-carbonyldiimidazole (16.22 grams, 0.1 mole) is added and the mixture stirred for an hour at 25° C. tert.-Butyl 2-hydroxy-2-methylpropanoate (10.41 grams, 0.1 mole) is added and the mixture stirred for 18 hours at 25° C. The solvent is removed by evaporation in vacuo to give tert. butyl 2-(2-bromoacetoxy)-2-methylpropanoate acid (0.1 mole). This compound is dissolved in ether, dried over anhydrous magnesiu... Solvent: C(C)(=O)OCC (ethyl acetate). Reaction conditions: time 1 hour. Procedure details: A mixture of tert-butyl 9-[(1E)-3-methoxypropa-1-ene-1-yl]-2,3-dihydro-1,4-benzoxazepine-4(5H)-carboxylate (90.0 mg, 0.282 mmol), ethyl acetate (1 ml) and 4N hydrogen chloride-ethyl acetate solution (2 ml) was stirred at room temperature for 1 hr, and the solvent was evaporated under reduced pressure. The residue was recrystallized from a mixed solvent of methanol and ether to give the desired product (60.0 mg, 83.4%) as a solid. As a reaction SMILES: [CH3:1][O:2][CH2:3]/[CH:4]=[CH:5]/[C:6]1[C:16]2[O:15][CH2:14][CH2:13][N:12](C(OC(C)(C)C)=O)[CH2:11][C:10]=2[CH:9]=[CH:8][CH:7]=1.C(OCC)(=O)C.[ClH:30]>C(OCC)(=O)C>[ClH:30].[CH3:1][O:2][CH2:3]/[CH:4]=[CH:5]/[C:6]1[C:16]2[O:15][CH2:14][CH2:13][NH:12][CH2:11][C:10]=2[CH:9]=[CH:8][CH:7]=1 |f:1.2,4.5|. The reactants are COC/C=C/C1=CC=CC=2CN(CCOC21)C(=O)OC(C)(C)C (tert-butyl 9-[(1E)-3-methoxypropa-1-ene-1-yl]-2,3-dihydro-1,4-benzoxazepine-4(5H)-carboxylate), C(C)(=O)OCC.Cl (hydrogen chloride-ethyl acetate). Yields the product Cl.COC/C=C/C1=CC=CC=2CNCCOC21 (9-[(1E)-3-methoxypropa-1-ene-1-yl]-2,3,4,5-tetrahydro-1,4-benzoxazepine hydrochloride). Yield: 83.4%. Starting materials: FC1=C(C=CC(=C1)F)C(CC=1C=CC=2N(N1)C(=NN2)C(C)C)=O (1-(2,4-difluorophenyl)-2-(3-isopropyl-[1,2,4]triazolo[4,3-b]pyridazin-6-yl)ethanone), COC(N(C)C)OC (N,N-dimethylformamide dimethyl acetal), C(C)(=O)[O-].[K+] (potassium acetate), Cl.NO (hydroxylamine hydrochloride). The solvent is C1(=CC=CC=C1)C (toluene). Conditions: temperature 95 celsius. The product is FC1=C(C=CC(=C1)F)C1=C(C=NO1)C=1C=CC=2N(N1)C(=NN2)C(C)C (5-(2,4-Difluorophenyl)-4-(3-isopropyl-[1,2,4]triazolo[4,3-b]pyridazin-6-yl)isoxazole). Isolated yield 58.4%. RXN SMILES: [F:1][C:2]1[CH:7]=[C:6]([F:8])[CH:5]=[CH:4][C:3]=1[C:9](=[O:23])[CH2:10][C:11]1[CH:12]=[CH:13][C:14]2[N:15]([C:17]([CH:20]([CH3:22])[CH3:21])=[N:18][N:19]=2)[N:16]=1.CO[CH:26](OC)[N:27](C)C.C([O-])(=O)C.[K+].Cl.NO>C1(C)C=CC=CC=1>[F:1][C:2]1[CH:7]=[C:6]([F:8])[CH:5]=[CH:4][C:3]=1[C:9]1[O:23][N:27]=[CH:26][C:10]=1[C:11]1[CH:12]=[CH:13][C:14]2[N:15]([C:17]([CH:20]([CH3:21])[CH3:22])=[N:18][N:19]=2)[N:16]=1 |f:2.3,4.5|. Reported procedure: A solution of 1-(2,4-difluorophenyl)-2-(3-isopropyl-[1,2,4]triazolo[4,3-b]pyridazin-6-yl)ethanone (0.10 g, 0.316 mmol; Preparation #K.1), N,N-dimethylformamide dimethyl acetal (0.070 g, 0.57 mmol) and toluene (2 mL) was heated at about 110° C. in an oil bath for about 30 min. The reaction mixture was cooled and then concentrated under reduced pressure. The residue was dissolved in EtOH (2.0 mL) and then potassium acetate (0.12 g, 1.26 mmol) and hydroxylamine hydrochloride (0.090 g, 1.26 mmol) we... Starting materials: OC=1C2=C(N=NN1)C(=CC=C2)C(=O)N (4-hydroxybenzo[d][1,2,3]-triazine-8-carboxamide), N1(CCC1)C[C@@H](N)C1=CC(=C(C=C1)F)C(F)(F)F ((S)-2-(azetidin-1-yl)-1-(4-fluoro-3-(trifluoromethyl)phenyl)ethanamine). Procedure details: Compound 12 was prepared following general synthesis scheme 7 wherein 4-hydroxybenzo[d][1,2,3]-triazine-8-carboxamide was reacted with (S)-2-(azetidin-1-yl)-1-(4-fluoro-3-(trifluoromethyl)phenyl)ethanamine to give the title compound as a white solid. LC-MS [435 (M+1)]. The product is N1(CCC1)C[C@H](C1=CC(=C(C=C1)F)C(F)(F)F)NC=1C2=C(N=NN1)C(=CC=C2)C(=O)N ((S)-4-((2-(azetidin-1-yl)-1-(4-fluoro-3-(trifluoromethyl)phenyl)ethyl)amino)benzo[d][1,2,3]triazine-8-carboxamide). RXN SMILES: O[C:2]1[C:3]2[CH:11]=[CH:10][CH:9]=[C:8]([C:12]([NH2:14])=[O:13])[C:4]=2[N:5]=[N:6][N:7]=1.[N:15]1([CH2:19][C@H:20]([C:22]2[CH:27]=[CH:26][C:25]([F:28])=[C:24]([C:29]([F:32])([F:31])[F:30])[CH:23]=2)[NH2:21])[CH2:18][CH2:17][CH2:16]1>>[N:15]1([CH2:19][C@@H:20]([NH:21][C:2]2[C:3]3[CH:11]=[CH:10][CH:9]=[C:8]([C:12]([NH2:14])=[O:13])[C:4]=3[N:5]=[N:6][N:7]=2)[C:22]2[CH:27]=[CH:26][C:25]([F:28])=[C:24]([C:29]([F:30])([F:31])[F:32])[CH:23]=2)[CH2:18][CH2:17][CH2:16]1. The reactants are O=C1CC(OC2=C1C=CC(=C2CCC)OCCCOC2=CC=CC=1CCCCC21)(CCC(=O)OC)CCC(N2CCCC2)=O (methyl 3,4-dihydro-4-oxo-2-(3-oxo-3-[1-pyrrolidinyl]propyl)-8-propyl-7-[3-[(5,6,7,8-tetrahydro-1-naphthalenyl)oxy]propoxy]-2H-1-benzopyran-2-propanoate), aqueous solution, [OH-].[Na+] (sodium hydroxide), O (water). The solvent is CO (methanol). Reaction conditions: time 1 hour. The product is O=C1CC(OC2=C1C=CC(=C2CCC)OCCCOC2=CC=CC=1CCCCC21)(CCC(=O)O)CCC(N2CCCC2)=O (3,4-dihydro-4-oxo-2-[3-oxo-3-(1-pyrrolidinyl)propyl]-8-propyl-7-[3-[(5,6,7,8-tetrahydro-1-naphthalenyl)oxy]propoxy]-2H-1-benzopyran-2-propanoic acid). The yield is 25.8%. Reaction SMILES: [O:1]=[C:2]1[C:7]2[CH:8]=[CH:9][C:10]([O:15][CH2:16][CH2:17][CH2:18][O:19][C:20]3[C:29]4[CH2:28][CH2:27][CH2:26][CH2:25][C:24]=4[CH:23]=[CH:22][CH:21]=3)=[C:11]([CH2:12][CH2:13][CH3:14])[C:6]=2[O:5][C:4]([CH2:36][CH2:37][C:38](=[O:44])[N:39]2[CH2:43][CH2:42][CH2:41][CH2:40]2)([CH2:30][CH2:31][C:32]([O:34]C)=[O:33])[CH2:3]1.[OH-].[Na+].O>CO>[O:1]=[C:2]1[C:7]2[CH:8]=[CH:9][C:10]([O:15][CH2:16][CH2:17][CH2:18][O:19][C:20]3[C:29]4[CH2:28][CH2:27][CH2:26][CH2:25][C:24]=4[CH:23]=[CH:22][CH:21]=3)=[C:11]([CH2:12][CH2:13][CH3:14])[C:6]=2[O:5][C:4]([CH2:36][CH2:37][C:38](=[O:44])[N:39]2[CH2:40][CH2:41][CH2:42][CH2:43]2)([CH2:30][CH2:31][C:32]([OH:34])=[O:33])[CH2:3]1 |f:1.2|. Procedure details: To a solution of 240 mg (0.40 mmol) of the title product of Example 51 in 4 ml of methanol was added 0.15 ml of a 50% aqueous solution of sodium hydroxide and 1 ml of water. The mixture was stirred for 1 hour at reflux and then permitted to cool. The cooled reaction mixture was partitioned between ethyl acetate and 3N hydrochloric acid, and the aqueous layer was further extracted with two portions of ethyl acetate. The combined organic extracts were washed with brine, dried over sodium sulfate, ... The reactants are O=C1NC2=C(N1C1CCNCC1)C=CC=C2 (4-(2-Keto-1-benzoimidazolinyl)piperidine), O (Water), C1(CC2=CC=CC3=CC=CC1=C23)=O (Acenaphthen-1-one), [Na] (Sodium). The reagents and catalysts are CC(C)[O-].CC(C)[O-].CC(C)[O-].CC(C)[O-].[Ti+4] (tetraisopropyl orthotitanate). The solvent is O1CCCC1 (tetrahydrofuran). Conditions: time 20 hour. The product is C1(CC2=CC=CC3=CC=CC1=C23)N2CCC(CC2)N2C(NC3=C2C=CC=C3)=O ((RS)-1-[1-(acenaphthen-1-yl)piperidin-4-yl]-1,3-dihydro-2H-benzoimidazol-2-one). Isolated yield 18.4%. RXN SMILES: [C:1]1(=O)[C:11]2=[C:12]3[C:7](=[CH:8][CH:9]=[CH:10]2)[CH:6]=[CH:5][CH:4]=[C:3]3[CH2:2]1.[O:14]=[C:15]1[N:19]([CH:20]2[CH2:25][CH2:24][NH:23][CH2:22][CH2:21]2)[C:18]2[CH:26]=[CH:27][CH:28]=[CH:29][C:17]=2[NH:16]1.[Na].O>O1CCCC1.CC([O-])C.CC([O-])C.CC([O-])C.CC([O-])C.[Ti+4]>[CH:1]1([N:23]2[CH2:22][CH2:21][CH:20]([N:19]3[C:18]4[CH:26]=[CH:27][CH:28]=[CH:29][C:17]=4[NH:16][C:15]3=[O:14])[CH2:25][CH2:24]2)[C:11]2=[C:12]3[C:7](=[CH:8][CH:9]=[CH:10]2)[CH:6]=[CH:5][CH:4]=[C:3]3[CH2:2]1 |f:5.6.7.8.9,^1:29|. Procedure details: Acenaphthen-1-one (1.68 g, 10 mmol) was dissolved in tetrahydrofuran (THF, 15 ml). 4-(2-Keto-1-benzoimidazolinyl)piperidine (2.17 g, 10 mmol) and tetraisopropyl orthotitanate (3.4 g, 12 mmol) were added and the mixture was stirred at room temperature for 20 hr. The solvent was evaporated and a mixed solvent (15 ml) of THF/ethanol (1:2) was added to the obtained residue for dissolution. Sodium cyanoborohydrate (2.1 mmol) was added to this solution, and the mixture was stirred at stirred at room t... The reactants are Brc1cc2ncnc(Nc3ccc4[nH]ccc4c3)c2s1, CS(C)=O, O=Cc1ccc(B(O)O)cc1. Yields the product O=Cc1ccc(-c2cc3ncnc(Nc4ccc5[nH]ccc5c4)c3s2)cc1. RXN SMILES: [Br:12][c:13]1[cH:14][c:15]2[n:16][cH:17][n:18][c:19]([NH:22][c:23]3[cH:24][c:25]4[cH:26][cH:27][nH:28][c:29]4[cH:30][cH:31]3)[c:20]2[s:21]1.[CH3:32][S:33]([CH3:34])=[O:35].[CH:1](=[O:2])[c:3]1[cH:4][cH:5][c:6]([B:9]([OH:10])[OH:11])[cH:7][cH:8]1>>[CH:1](=[O:2])[c:3]1[cH:4][cH:5][c:6](-[c:13]2[cH:14][c:15]3[n:16][cH:17][n:18][c:19]([NH:22][c:23]4[cH:24][c:25]5[cH:26][cH:27][nH:28][c:29]5[cH:30][cH:31]4)[c:20]3[s:21]2)[cH:7][cH:8]1. The reactants are C(C1=CC=CC=C1)OC1=CC(=NC=N1)NC(=O)C1=CN=C2N1N=C(C=C2NC2CC2)Cl (N-(6-(benzyloxy)pyrimidin-4-yl)-6-chloro-8-(cyclopropylamino)imidazo[1,2-b]pyridazine-3-carboxamide), [C@H]1(CC[C@H](CC1)N)N ((trans)-cyclohexane-1,4-diamine). The solvent is CO (methanol). Conditions: temperature 160 celsius. The product is N[C@@H]1CC[C@H](CC1)NC=1C=C(C=2N(N1)C(=CN2)C(=O)NC2=NC=NC(=C2)O)NC2CC2 (6-((trans)-4-aminocyclohexylamino)-8-(cyclopropylamino)-N-(6-hydroxypyrimidin-4-yl)imidazo[1,2-b]pyridazine-3-carboxamide). The yield is 19.1%. RXN SMILES: C([O:8][C:9]1[N:14]=[CH:13][N:12]=[C:11]([NH:15][C:16]([C:18]2[N:22]3[N:23]=[C:24](Cl)[CH:25]=[C:26]([NH:27][CH:28]4[CH2:30][CH2:29]4)[C:21]3=[N:20][CH:19]=2)=[O:17])[CH:10]=1)C1C=CC=CC=1.[C@H:32]1([NH2:39])[CH2:37][CH2:36][C@H:35]([NH2:38])[CH2:34][CH2:33]1>CO>[NH2:38][C@H:35]1[CH2:36][CH2:37][C@H:32]([NH:39][C:24]2[CH:25]=[C:26]([NH:27][CH:28]3[CH2:29][CH2:30]3)[C:21]3[N:22]([C:18]([C:16]([NH:15][C:11]4[CH:10]=[C:9]([OH:8])[N:14]=[CH:13][N:12]=4)=[O:17])=[CH:19][N:20]=3)[N:23]=2)[CH2:33][CH2:34]1. Procedure details: A mixture of N-(6-(benzyloxy)pyrimidin-4-yl)-6-chloro-8-(cyclopropylamino)imidazo[1,2-b]pyridazine-3-carboxamide (70 mg, 0.161 mmol, 15C) and (trans)-cyclohexane-1,4-diamine (367 mg, 3.21 mmol) was heated at 160° C. for 2 hrs. The reaction mixture was diluted with methanol and purified by preparative HPLC (Phenomenex Axia Luna 5 micron 30×100 mm) 10% B (Solvent B=90% MeOH-10% H2O-0.1% TFA) to 100% B in A (Solvent A=10% MeOH-90% H2O-0.1% TFA)) to isolate 6-((trans)-4-aminocyclohexylamino)-8-(cycl...